Dataset: the Open Reaction Database (ORD), a public repository of structured organic reaction records. Task: describe an organic reaction: reactants, conditions, products, and yield Starting materials: O1C(COCC1)CCN1C=C(C2=CC=CC=C12)C1CCNCC1 (1-(2-[1,4]dioxan-2-yl-ethyl)-3-piperidin-4-yl-1H-indole), COC(C1=C(C=CC=C1)OCCCl)=O (2-(2-chloro-ethoxy)-benzoic acid methyl ester). The product is O1C(COCC1)CCN1C=C(C2=CC=CC=C12)C1CCN(CC1)CCOC1=C(C(=O)O)C=CC=C1 (2-(2-{4-[1-(2-[1,4]dioxan-2-yl-ethyl)-1H-indol-3-yl]-piperidin-1-yl}-ethoxy)-benzoic acid). RXN SMILES: [O:1]1[CH2:6][CH2:5][O:4][CH2:3][CH:2]1[CH2:7][CH2:8][N:9]1[C:17]2[C:12](=[CH:13][CH:14]=[CH:15][CH:16]=2)[C:11]([CH:18]2[CH2:23][CH2:22][NH:21][CH2:20][CH2:19]2)=[CH:10]1.C[O:25][C:26](=[O:37])[C:27]1[CH:32]=[CH:31][CH:30]=[CH:29][C:28]=1[O:33][CH2:34][CH2:35]Cl>>[O:1]1[CH2:6][CH2:5][O:4][CH2:3][CH:2]1[CH2:7][CH2:8][N:9]1[C:17]2[C:12](=[CH:13][CH:14]=[CH:15][CH:16]=2)[C:11]([CH:18]2[CH2:23][CH2:22][N:21]([CH2:35][CH2:34][O:33][C:28]3[CH:29]=[CH:30][CH:31]=[CH:32][C:27]=3[C:26]([OH:37])=[O:25])[CH2:20][CH2:19]2)=[CH:10]1. Reported procedure: This compound was prepared following the procedure described in example 13 (part D) starting with 0.58 g (1.84 mmol) of 1-(2-[1,4]dioxan-2-yl-ethyl)-3-piperidin-4-yl-1H-indole (example 71, part B) and 0.51 g (2.39 mmol) of 2-(2-chloro-ethoxy)-benzoic acid methyl ester. After standard work-up and purification by flash chromatography over silica gel, 0.18 g (20% of yield) of the expected acid were obtained. Starting materials: C=CC=CC (piperylene), BrCC (bromoethane), [NH2-].[Li+] (lithium amide), COC(C)(OCC#C)C (3-(1-methoxy-1-methyl-ethoxy)-propyne). The solvent is CCCCCC (n-hexane). Run at time 1 hour. Yields the product COC(C)(OCC#CCC)C (1-(1-methoxy-1-methyl-ethoxy)-pent-2-yne). The yield is 101.9%. Reaction SMILES: [CH2:1]=[CH:2][CH:3]=[CH:4][CH3:5].[NH2-].[Li+].[CH3:8][O:9][C:10]([CH3:16])([O:12]CC#C)[CH3:11].BrCC>CCCCCC>[CH3:8][O:9][C:10]([CH3:16])([O:12][CH2:1][C:2]#[C:3][CH2:4][CH3:5])[CH3:11] |f:1.2|. Procedure details: 0.89 g (127 mmol) of granulated lithium were added within 20 minutes to 100 ml (4 mol) of liquid ammonia at −37° C. The mixture was stirred until no more lithium floated (after approximately 15 minutes). A dark cyan solution of lithium in liquid ammonia was obtained. 6.34 g (92 mmol) of piperylene (=1,3-pentadiene) were added portion wise within 30 minutes. The end of the formation of lithium amide could be recognized by the discoloration of the reaction mixture. 10.1 g (71 mmol) of 3-(1-methoxy... The reactants are N1(CCOCC1)C1=NC(=NC(=N1)N1CCOCC1)C1=CC=C(N)C=C1 (4-(4,6-dimorpholin-4-yl-1,3,5-triazin-2-yl)aniline), C(C)N=C=O (ethyl isocyanate). Yields the product N1(CCOCC1)C1=NC(=NC(=N1)N1CCOCC1)C1=CC=C(C=C1)NC(=O)NCC (1-[4-(4,6-dimorpholin-4-yl-1,3,5-triazin-2-yl)phenyl]-3-ethylurea). As a reaction SMILES: [N:1]1([C:7]2[N:12]=[C:11]([N:13]3[CH2:18][CH2:17][O:16][CH2:15][CH2:14]3)[N:10]=[C:9]([C:19]3[CH:25]=[CH:24][C:22]([NH2:23])=[CH:21][CH:20]=3)[N:8]=2)[CH2:6][CH2:5][O:4][CH2:3][CH2:2]1.[CH2:26]([N:28]=[C:29]=[O:30])[CH3:27]>>[N:1]1([C:7]2[N:12]=[C:11]([N:13]3[CH2:18][CH2:17][O:16][CH2:15][CH2:14]3)[N:10]=[C:9]([C:19]3[CH:25]=[CH:24][C:22]([NH:23][C:29]([NH:28][CH2:26][CH3:27])=[O:30])=[CH:21][CH:20]=3)[N:8]=2)[CH2:2][CH2:3][O:4][CH2:5][CH2:6]1. Procedure: Starting from 4-(4,6-dimorpholin-4-yl-1,3,5-triazin-2-yl)aniline (0.130 g 0.38 mmoles) and ethyl isocyanate (260 mg, 10 fold excess) the title compound was isolated as a white solid. Yield; 38 mg (25%); (M+H)=414.4